This data is from the Open Reaction Database (ORD), a public repository of structured organic reaction records. The task is: describe an organic reaction: reactants, conditions, products, and yield Starting materials: NC1CC(CCC1)C=1C=C(OCC(=O)OCC)C=CC1 (Ethyl 3-(3-aminocyclohexyl)phenoxyacetate), ClC=1C=C([C@@H]2CO2)C=CC1 ((R)-3-chlorostyrene oxide). Solvent: C(C)O (ethanol). Yields the product ClC=1C=C(C=CC1)[C@H](CNC1CC(CCC1)C1=CC(=CC=C1)OCC(=O)OCC)O ((1R)-1-(3-chlorophenyl)-2-[3-(3-ethoxycarbonylmethoxyphenyl) cyclohexylamino]ethanol). Yield: 61.8%. As a reaction SMILES: [NH2:1][CH:2]1[CH2:7][CH2:6][CH2:5][CH:4]([C:8]2[CH:9]=[C:10]([CH:18]=[CH:19][CH:20]=2)[O:11][CH2:12][C:13]([O:15][CH2:16][CH3:17])=[O:14])[CH2:3]1.[Cl:21][C:22]1[CH:23]=[C:24]([CH:28]=[CH:29][CH:30]=1)[C@H:25]1[O:27][CH2:26]1>C(O)C>[Cl:21][C:22]1[CH:23]=[C:24]([C@@H:25]([OH:27])[CH2:26][NH:1][CH:2]2[CH2:7][CH2:6][CH2:5][CH:4]([C:8]3[CH:20]=[CH:19][CH:18]=[C:10]([O:11][CH2:12][C:13]([O:15][CH2:16][CH3:17])=[O:14])[CH:9]=3)[CH2:3]2)[CH:28]=[CH:29][CH:30]=1. Reported procedure: Ethyl 3-(3-aminocyclohexyl)phenoxyacetate (8.47 g) was dissolved in ethanol (50 ml), and (R)-3-chlorostyrene oxide (4.72 g) was added prior to heating to reflux for 7.5 hours. After allowing the mixture to cool, the solvent was concentrated under reduced pressure to obtain an oily substance which was then separated and purified by silica gel column chromatography (n-hexane:ethyl acetate=1:5), to give 8.15 g of (1R)-1-(3-chlorophenyl)-2-[3-(3-ethoxycarbonylmethoxyphenyl) cyclohexylamino]ethanol (... Starting materials: CCCS, CC(=O)O, CCc1[nH]n(C2CCCC2)c2nc(-c3ccccc3OC)nc(=O)c1-2, [H-], [Na+], CN(C)C=O, O. Yields the product CCc1[nH]n(C2CCCC2)c2nc(-c3ccccc3O)nc(=O)c1-2. As a reaction SMILES: [CH2:28]([SH:29])[CH2:30][CH3:31].[CH3:38][C:39](=[O:40])[OH:41].[CH:1]1([n:6]2[nH:7][c:8]([CH2:24][CH3:25])[c:9]3[c:14](=[O:15])[n:13][c:12](-[c:16]4[c:17]([O:22][CH3:23])[cH:18][cH:19][cH:20][cH:21]4)[n:11][c:10]2-3)[CH2:2][CH2:3][CH2:4][CH2:5]1.[H-:27].[Na+:26].[O:33]=[CH:34][N:35]([CH3:36])[CH3:37].[OH2:32]>>[CH:1]1([n:6]2[nH:7][c:8]([CH2:24][CH3:25])[c:9]3[c:14](=[O:15])[n:13][c:12](-[c:16]4[c:17]([OH:22])[cH:18][cH:19][cH:20][cH:21]4)[n:11][c:10]2-3)[CH2:2][CH2:3][CH2:4][CH2:5]1. Starting materials: CS(=O)(=O)NCCCOS(C)(=O)=O, CCO, Sc1cccc2nccn12. Yields the product CS(=O)(=O)NCCCSc1cccc2nccn12. RXN SMILES: [CH3:11][S:12](=[O:13])(=[O:14])[NH:15][CH2:16][CH2:17][CH2:18][O:19][S:20]([CH3:21])(=[O:22])=[O:23].[CH3:24][CH2:25][OH:26].[SH:1][c:2]1[cH:3][cH:4][cH:5][c:6]2[n:7]1[cH:8][cH:9][n:10]2>>[S:1]([c:2]1[cH:3][cH:4][cH:5][c:6]2[n:7]1[cH:8][cH:9][n:10]2)[CH2:18][CH2:17][CH2:16][NH:15][S:12]([CH3:11])(=[O:13])=[O:14]. The reactants are CCCCOCCOc1ccc(-c2ccc3c(c2)C=C(C(=O)O)CCN3C(=O)C(F)(F)F)cc1, CCN=C=NCCCN(C)C, CN(C)c1ccncc1, Cl, Nc1ccc(C(O)c2ccccn2)c(C(F)(F)F)c1, CN(C)C=O, O, O, On1nnc2ccccc21. Product: CCCCOCCOc1ccc(-c2ccc3c(c2)C=C(C(=O)Nc2ccc(C(O)c4ccccn4)c(C(F)(F)F)c2)CCN3C(=O)C(F)(F)F)cc1. As a reaction SMILES: [CH2:1]([CH2:2][CH2:3][CH3:4])[O:5][CH2:6][CH2:7][O:8][c:9]1[cH:10][cH:11][c:12](-[c:15]2[cH:16][cH:17][c:18]3[c:19]([cH:34]2)[CH:20]=[C:21]([C:31](=[O:32])[OH:33])[CH2:22][CH2:23][N:24]3[C:25]([C:26]([F:27])([F:28])[F:29])=[O:30])[cH:13][cH:14]1.[CH2:66]([N:67]=[C:68]=[N:69][CH2:70][CH2:71][CH2:72][N:73]([CH3:74])[CH3:75])[CH3:76].[CH3:77][N:78]([c:79]1[cH:80][cH:81][n:82][cH:83][cH:84]1)[CH3:85].[ClH:65].[NH2:35][c:36]1[cH:37][c:38]([C:50]([F:51])([F:52])[F:53])[c:39]([CH:42]([OH:43])[c:44]2[n:45][cH:46][cH:47][cH:48][cH:49]2)[cH:40][cH:41]1.[O:87]=[CH:88][N:89]([CH3:90])[CH3:91].[OH2:54].[OH2:86].[OH:55][n:56]1[c:57]2[cH:58][cH:59][cH:60][cH:61][c:62]2[n:63][n:64]1>>[CH2:1]([CH2:2][CH2:3][CH3:4])[O:5][CH2:6][CH2:7][O:8][c:9]1[cH:10][cH:11][c:12](-[c:15]2[cH:16][cH:17][c:18]3[c:19]([cH:34]2)[CH:20]=[C:21]([C:31](=[O:32])[NH:35][c:36]2[cH:37][c:38]([C:50]([F:51])([F:52])[F:53])[c:39]([CH:42]([OH:43])[c:44]4[n:45][cH:46][cH:47][cH:48][cH:49]4)[cH:40][cH:41]2)[CH2:22][CH2:23][N:24]3[C:25]([C:26]([F:27])([F:28])[F:29])=[O:30])[cH:13][cH:14]1. Reactants: BrCc1ccoc1, CCOC(=O)N1CCC(c2c[nH]c3ccccc23)CC1, CCOCC. Yields the product CCOC(=O)N1CCC(c2cn(Cc3ccoc3)c3ccccc23)CC1. RXN SMILES: [Br:21][CH2:22][c:23]1[cH:24][o:25][cH:26][cH:27]1.[CH2:1]([CH3:2])[O:3][C:4](=[O:5])[N:6]1[CH2:7][CH2:8][CH:9]([c:12]2[cH:13][nH:14][c:15]3[cH:16][cH:17][cH:18][cH:19][c:20]23)[CH2:10][CH2:11]1.[CH2:28]([O:29][CH2:30][CH3:31])[CH3:32]>>[CH2:1]([CH3:2])[O:3][C:4](=[O:5])[N:6]1[CH2:7][CH2:8][CH:9]([c:12]2[cH:13][n:14]([CH2:22][c:23]3[cH:24][o:25][cH:26][cH:27]3)[c:15]3[cH:16][cH:17][cH:18][cH:19][c:20]23)[CH2:10][CH2:11]1. The reactants are CCO, Cc1cc(OS(=O)(=O)O)c2nc(-c3ccc([N+](=O)[O-])cc3)sc2c1. Yields the product Cc1cc(OS(=O)(=O)O)c2nc(-c3ccc(N)cc3)sc2c1. Reaction SMILES: [CH3:25][CH2:26][OH:27].[N+:1]([O-:2])(=[O:3])[c:4]1[cH:5][cH:6][c:7](-[c:10]2[s:11][c:12]3[c:13]([n:14]2)[c:15]([O:20][S:21](=[O:22])(=[O:23])[OH:24])[cH:16][c:17]([CH3:19])[cH:18]3)[cH:8][cH:9]1>>[NH2:1][c:4]1[cH:5][cH:6][c:7](-[c:10]2[s:11][c:12]3[c:13]([n:14]2)[c:15]([O:20][S:21](=[O:22])(=[O:23])[OH:24])[cH:16][c:17]([CH3:19])[cH:18]3)[cH:8][cH:9]1. Starting materials: C(C)OC(=O)C1=C(N(C2=CC=C(C=C12)O)C1=CC=C(C=C1)OC)CC(=O)OCC (2-ethoxycarbonylmethyl-5-hydroxy-1-(4-methoxyphenyl)indole-3-carboxylic acid ethyl ester), C(C)(C)OC1=CC=C(C=C1)B(O)O (4-isopropoxyphenylboronic acid). Product: C(C)OC(=O)C1=C(N(C2=CC=C(C=C12)OC1=CC=C(C=C1)OC(C)C)C1=CC=C(C=C1)OC)CC(=O)OCC (2-Ethoxycarbonylmethyl-5-(4-isopropoxyphenoxy)-1-(4-methoxyphenyl)indole-3-carboxylic acid ethyl ester). Reaction SMILES: [CH2:1]([O:3][C:4]([C:6]1[C:14]2[C:9](=[CH:10][CH:11]=[C:12]([OH:15])[CH:13]=2)[N:8]([C:16]2[CH:21]=[CH:20][C:19]([O:22][CH3:23])=[CH:18][CH:17]=2)[C:7]=1[CH2:24][C:25]([O:27][CH2:28][CH3:29])=[O:26])=[O:5])[CH3:2].[CH:30]([O:33][C:34]1[CH:39]=[CH:38][C:37](B(O)O)=[CH:36][CH:35]=1)([CH3:32])[CH3:31]>>[CH2:1]([O:3][C:4]([C:6]1[C:14]2[C:9](=[CH:10][CH:11]=[C:12]([O:15][C:37]3[CH:38]=[CH:39][C:34]([O:33][CH:30]([CH3:32])[CH3:31])=[CH:35][CH:36]=3)[CH:13]=2)[N:8]([C:16]2[CH:21]=[CH:20][C:19]([O:22][CH3:23])=[CH:18][CH:17]=2)[C:7]=1[CH2:24][C:25]([O:27][CH2:28][CH3:29])=[O:26])=[O:5])[CH3:2]. Procedure details: The sub-title compound was prepared in accordance with step (a) Example 24 from 2-ethoxycarbonylmethyl-5-hydroxy-1-(4-methoxyphenyl)indole-3-carboxylic acid ethyl ester (153 mg, 0.40 mmol and 4-isopropoxyphenylboronic acid (108 mg, 0.60 mmol). Yield 111 mg, 52%.